From a dataset of the Open Reaction Database (ORD), a public repository of structured organic reaction records. describe an organic reaction: reactants, conditions, products, and yield Reactants: C(C)(C)N(CC)C(C)C (IPEA), C=1C=CC2=C(C1)N=NN2O (HOBt), ClCCCC(C(=O)O)C1=CC=C(C=C1)C (5-chloro-2-p-tolylpentanoic acid), C(NN)(=O)OC(C)(C)C (tert-butyl carbazate). The solvent is O (water), C(C)(=O)OCC (Ethyl acetate), CN(C)C=O (DMF), C(CCl)Cl (EDC). Reaction conditions: time 8 hour. Product: ClCCCC(C(=O)NNC(=O)OC(C)(C)C)C1=CC=C(C=C1)C (tert-butyl N′-(5-chloro-2-p-tolylpentanoyl)hydrazinecarboxylate). Isolated yield 76.9%. As a reaction SMILES: C(N(C(C)C)CC)(C)C.C1C=CC2N(O)N=NC=2C=1.[Cl:20][CH2:21][CH2:22][CH2:23][CH:24]([C:28]1[CH:33]=[CH:32][C:31]([CH3:34])=[CH:30][CH:29]=1)[C:25]([OH:27])=O.[C:35]([O:39][C:40]([CH3:43])([CH3:42])[CH3:41])(=[O:38])[NH:36][NH2:37]>CN(C=O)C.O.C(OCC)(=O)C.C(Cl)CCl>[Cl:20][CH2:21][CH2:22][CH2:23][CH:24]([C:28]1[CH:33]=[CH:32][C:31]([CH3:34])=[CH:30][CH:29]=1)[C:25]([NH:37][NH:36][C:35]([O:39][C:40]([CH3:43])([CH3:42])[CH3:41])=[O:38])=[O:27]. Procedure: IPEA (4.04 mL), HOBt (1.82 g) and EDC (2.59 g) were added to a solution of 5-chloro-2-p-tolylpentanoic acid (1.53 g) and tert-butyl carbazate (1.07 g) in DMF (25 mL), and the reaction solution was stirred at room temperature overnight. Ethyl acetate and water were added to the reaction solution, and the organic layer was separated. The resulting organic layer was washed with brine, dried over anhydrous magnesium sulfate and then concentrated under reduced pressure. The residue was purified by si...